This data is from the Open Reaction Database (ORD), a public repository of structured organic reaction records. The task is: describe an organic reaction: reactants, conditions, products, and yield Reactants: C(C)(C)(C)OC(=O)N1C[C@@H]([C@H]([C@@H](C1)OCC)C1=CC=C(C=C1)O)O ((3R,4R,5S)-5-ethoxy-3-hydroxy-4-(4-hydroxy-phenyl)-piperidine-1-carboxylic acid tert-butylester), BrC=1C=C(C=CC1)COCCC (3-bromo-propoxymethyl-benzene), C([O-])([O-])=O.[K+].[K+] (potassium carbonate). Yields the product C(C)(C)(C)OC(=O)N1C[C@@H]([C@H]([C@@H](C1)OCC)C1=CC=C(C=C1)OCCCOCC1=CC=CC=C1)O ((3R,4R,5S)-4-[4-(3-benzyloxy-propoxy)-phenyl]-5-ethoxy-3-hydroxy-piperidine-1-carboxylic acid tert-butylester). RXN SMILES: [C:1]([O:5][C:6]([N:8]1[CH2:13][C@@H:12]([O:14][CH2:15][CH3:16])[C@H:11]([C:17]2[CH:22]=[CH:21][C:20]([OH:23])=[CH:19][CH:18]=2)[C@@H:10]([OH:24])[CH2:9]1)=[O:7])([CH3:4])([CH3:3])[CH3:2].Br[C:26]1[CH:27]=[C:28]([CH2:32][O:33][CH2:34][CH2:35][CH3:36])[CH:29]=[CH:30][CH:31]=1.C(=O)([O-])[O-].[K+].[K+]>>[C:1]([O:5][C:6]([N:8]1[CH2:13][C@@H:12]([O:14][CH2:15][CH3:16])[C@H:11]([C:17]2[CH:22]=[CH:21][C:20]([O:23][CH2:36][CH2:35][CH2:34][O:33][CH2:32][C:28]3[CH:29]=[CH:30][CH:31]=[CH:26][CH:27]=3)=[CH:19][CH:18]=2)[C@@H:10]([OH:24])[CH2:9]1)=[O:7])([CH3:2])([CH3:3])[CH3:4] |f:2.3.4|. Procedure details: treating the product of step e) with 3-bromo-propoxymethyl-benzene and potassium carbonate to yield (3R,4R,5S)-4-[4-(3-benzyloxy-propoxy)-phenyl]-5-ethoxy-3-hydroxy-piperidine-1-carboxylic acid tert-butylester; Reactants: [OH-].[K+] (KOH), COC1=C(N)C=C(C=C1)C (2-Methoxy-5-methylaniline), O (water), C(=C)S(=O)(=O)F (Vinylsulfonyl fluoride). The solvent is CN(C=O)C (N,N-dimethylformamide). Reaction conditions: time 1 hour. The product is [K]C(CNC1=C(C=CC(=C1)C)OC)S(=O)(=O)O (N-(2-potassiosulfoethyl)-2-methoxy-5-methylaniline). Reaction SMILES: [CH3:1][O:2][C:3]1[CH:9]=[CH:8][C:7]([CH3:10])=[CH:6][C:4]=1[NH2:5].[CH:11]([S:13](F)(=[O:15])=[O:14])=[CH2:12].[OH2:17].[OH-].[K+:19]>CN(C)C=O>[K:19][CH:11]([S:13]([OH:15])(=[O:17])=[O:14])[CH2:12][NH:5][C:4]1[CH:6]=[C:7]([CH3:10])[CH:8]=[CH:9][C:3]=1[O:2][CH3:1] |f:3.4|. Reported procedure: 2-Methoxy-5-methylaniline (34.3 g 0.25 m) is dissolved in N,N-dimethylformamide (50 ml). Vinylsulfonyl fluoride (28.0 g, 0.26 m) is added dropwise at 20°-30° C. After the addition is complete the reaction mixture is allowed to stir at ambient temperature for 1 hr. The reaction is drowned into water (400 ml)., the product collected by filtration, washed with water and air dried. The product melts at 56°-58° C. The corresponding N-(2-potassiosulfoethyl)-2-methoxy-5-methylaniline is prepared theref... Reactants: Cl.Cl.N[C@H](CO)C=1SC(=CC1)[C@H](C(F)(F)F)N ((2R)-2-amino-2-{5-[(1S)-1-amino-2,2,2-trifluoroethyl]thiophen-2-yl}ethanol dihydrochloride salt), CCN(C(C)C)C(C)C (Hunig's base), ClC(=O)OCC=C (Allyl chloroformate), [Si](C)(C)(C(C)(C)C)Cl (t-butyldimethylsilylchloride), CN(C)C1=NC=CC=C1 (dimethylaminopyridine). Solvent: ClCCl (dichloromethane). Run at time 8 hour. Yields the product C(C=C)OC(N[C@H](CO[Si](C)(C)C(C)(C)C)C=1SC(=CC1)[C@H](C(F)(F)F)N)=O (Prop-2-en-1-yl[(1R)-1-{5-[(1S)-1-amino-2,2,2-trifluoroethyl]thiophen-2-yl}-2-{[tert-butyl(dimethyl)silyl]oxy}ethyl]carbamate). As a reaction SMILES: Cl.Cl.[NH2:3][C@@H:4]([C:7]1[S:8][C:9]([C@@H:12]([NH2:17])[C:13]([F:16])([F:15])[F:14])=[CH:10][CH:11]=1)[CH2:5][OH:6].CCN(C(C)C)C(C)C.Cl[C:28]([O:30][CH2:31][CH:32]=[CH2:33])=[O:29].[Si:34](Cl)([C:37]([CH3:40])([CH3:39])[CH3:38])([CH3:36])[CH3:35].CN(C1C=CC=CN=1)C>ClCCl>[CH2:31]([O:30][C:28](=[O:29])[NH:3][C@@H:4]([C:7]1[S:8][C:9]([C@@H:12]([NH2:17])[C:13]([F:16])([F:14])[F:15])=[CH:10][CH:11]=1)[CH2:5][O:6][Si:34]([C:37]([CH3:40])([CH3:39])[CH3:38])([CH3:36])[CH3:35])[CH:32]=[CH2:33] |f:0.1.2|. Procedure details: To a solution of (2R)-2-amino-2-{5-[(1S)-1-amino-2,2,2-trifluoroethyl]thiophen-2-yl}ethanol dihydrochloride salt (2.78 g, 8.88 mmol) in dichloromethane (49 mL) cooled to 0° C. was added Hunig's base (9.3 mL), 53.3 mmol). Allyl chloroformate (0.95 mL, 8.88 mmol) was then added and the mixture was stirred overnight at room temperature. t-butyldimethylsilylchloride (4.0 g, 26.6 mmol) and dimethylaminopyridine (0.11 g, 0.89 mmol) were then added to the solution and the solution was stirred overnight... The reactants are C, CCO, CC(NS(=O)C(C)(C)C)c1ccc(N)c([N+](=O)[O-])c1, [Pd]. The product is CC(NS(=O)C(C)(C)C)c1ccc(N)c(N)c1. As a reaction SMILES: [C:23].[CH3:20][CH2:21][OH:22].[NH2:1][c:2]1[c:3]([N+:17]([O-:18])=[O:19])[cH:4][c:5]([CH:8]([CH3:9])[NH:10][S:11](=[O:12])[C:13]([CH3:14])([CH3:15])[CH3:16])[cH:6][cH:7]1.[Pd:24]>>[NH2:1][c:2]1[c:3]([NH2:17])[cH:4][c:5]([CH:8]([CH3:9])[NH:10][S:11](=[O:12])[C:13]([CH3:14])([CH3:15])[CH3:16])[cH:6][cH:7]1. Product: O(C1=CC=CC=C1)CN1C(=NC2=C1C=CC=C2)C=2C(=NON2)N (4-(1-Phenoxymethyl-1H-benzimidazol-2-yl)-furazan-3-ylamine). Reactants: N1C(=NC2=C1C=CC=C2)C=2C(=NON2)N (4-(1H-benzimidazol-2-yl)-furazan-3-ylamine), C([O-])([O-])=O.[K+].[K+] (potassium carbonate), ICOC1=CC=CC=C1 (iodomethoxy benzene). RXN SMILES: [NH:1]1[C:5]2[CH:6]=[CH:7][CH:8]=[CH:9][C:4]=2[N:3]=[C:2]1[C:10]1[C:11]([NH2:15])=[N:12][O:13][N:14]=1.C(=O)([O-])[O-].[K+].[K+].I[CH2:23][O:24][C:25]1[CH:30]=[CH:29][CH:28]=[CH:27][CH:26]=1>>[O:24]([CH2:23][N:3]1[C:4]2[CH:9]=[CH:8][CH:7]=[CH:6][C:5]=2[N:1]=[C:2]1[C:10]1[C:11]([NH2:15])=[N:12][O:13][N:14]=1)[C:25]1[CH:30]=[CH:29][CH:28]=[CH:27][CH:26]=1 |f:1.2.3|. Procedure: To a solution of 4-(1H-benzimidazol-2-yl)-furazan-3-ylamine (0.10 g, 0.497 mmol) is added potassium carbonate (0.172 g, 1.24 mmol) and iodomethoxy benzene (0.128 g, 0.546 mmol). The mixture is stirred over night. Evaporation of the solvent under reduced pressure and partitioning of the resulting residue between water and ethyl acetate followed by drying of the organic solution over sodium sulphate and chromatography of the residue gives the title compound as a colorless solid, m.p. 171-173° C. Reported procedure: 1,3,6,8-Tetrachloro-pyrene (3.50 g, 0.0103 mol), 4-trimethylsilylphenylboronic acid (10.0 g, 0.0515 mol), tris(dibenzylideneacetone)dipalladium(0) (1.18 g, 0.00129 mol), di-tert-butyl-trimethylsilylmethyl-phosphane (0.72 g, 0.0031 mol), cesium carbonate (16.78 g, 0.0515 mol) and dioxane (100 ml) were stirred at room temperature for 24 hours. The resultant mixture was poured into 200 ml of water and extracted twice with 200 ml of methylene chloride. The organic phase was dried over magnesium sulf... Reaction SMILES: Cl[C:2]1[C:15]2[C:16]3=[C:17]4[C:12](=[CH:13][CH:14]=2)[C:11](Cl)=[CH:10][C:9](Cl)=[C:8]4[CH:7]=[CH:6][C:5]3=[C:4](Cl)[CH:3]=1.[CH3:21][Si:22]([CH3:33])([CH3:32])[C:23]1[CH:28]=[CH:27][C:26](B(O)O)=[CH:25][CH:24]=1.C(P(C(C)(C)C)[CH2:39][Si:40]([CH3:43])([CH3:42])[CH3:41])(C)(C)C.C(=O)([O-])[O-].[Cs+].[Cs+]>C1C=CC(/C=C/C(/C=C/C2C=CC=CC=2)=O)=CC=1.C1C=CC(/C=C/C(/C=C/C2C=CC=CC=2)=O)=CC=1.C1C=CC(/C=C/C(/C=C/C2C=CC=CC=2)=O)=CC=1.[Pd].[Pd].O.O1CCOCC1>[CH3:21][Si:22]([CH3:33])([CH3:32])[C:23]1[CH:28]=[CH:27][C:26]([C:2]2[C:15]3[C:16]4=[C:17]5[C:12](=[CH:13][CH:14]=3)[C:11]([C:26]3[CH:27]=[CH:28][C:23]([Si:22]([CH3:33])([CH3:32])[CH3:21])=[CH:24][CH:25]=3)=[CH:10][C:9]([C:26]3[CH:27]=[CH:28][C:23]([Si:22]([CH3:33])([CH3:32])[CH3:21])=[CH:24][CH:25]=3)=[C:8]5[CH:7]=[CH:6][C:5]4=[C:4]([C:2]3[CH:15]=[CH:14][C:39]([Si:40]([CH3:42])([CH3:41])[CH3:43])=[CH:4][CH:3]=3)[CH:3]=2)=[CH:25][CH:24]=1 |f:3.4.5,6.7.8.9.10|. Product: C[Si](C1=CC=C(C=C1)C1=CC(=C2C=CC3=C(C=C(C4=CC=C1C2=C34)C3=CC=C(C=C3)[Si](C)(C)C)C3=CC=C(C=C3)[Si](C)(C)C)C3=CC=C(C=C3)[Si](C)(C)C)(C)C (1,3,6,8-Tetrakis-(4-trimethylsilyl-phenyl)-pyrene). Starting materials: resultant mixture, ClC1=CC(=C2C=CC3=C(C=C(C4=CC=C1C2=C34)Cl)Cl)Cl (1,3,6,8-Tetrachloro-pyrene), C[Si](C1=CC=C(C=C1)B(O)O)(C)C (4-trimethylsilylphenylboronic acid), C(C)(C)(C)P(C[Si](C)(C)C)C(C)(C)C (di-tert-butyl-trimethylsilylmethyl-phosphane), C([O-])([O-])=O.[Cs+].[Cs+] (cesium carbonate). Reagents/catalysts: C=1C=CC(=CC1)/C=C/C(=O)/C=C/C2=CC=CC=C2.C=1C=CC(=CC1)/C=C/C(=O)/C=C/C2=CC=CC=C2.C=1C=CC(=CC1)/C=C/C(=O)/C=C/C2=CC=CC=C2.[Pd].[Pd] (tris(dibenzylideneacetone)dipalladium(0)). Solvent: O (water), O1CCOCC1 (dioxane).